Dataset: the Open Reaction Database (ORD), a public repository of structured organic reaction records. Task: describe an organic reaction: reactants, conditions, products, and yield Starting materials: CC(C)([O-])C.[K+] (potassium tert-butoxide), COC(=O)C=1SC=C(C1CN(CC(=O)OC)CC1=C(C=C(C=C1)OC)OC)Br (4-Bromo-3-{[(2,4-dimethoxy-benzyl)-methoxycarbonylmethyl-amino]-methyl}-thiophene-2-carboxylic acid methyl ester), 79Br 81Br. Solvent: C1CCOC1 (THF), C1CCOC1 (THF). Conditions: temperature -15 celsius, time 30 minute. Product: COC(=O)C1C(C2=C(CN1CC1=C(C=C(C=C1)OC)OC)C(=CS2)Br)=O (3-Bromo-5-(2,4-dimethoxy-benzyl)-7-oxo-4,5,6,7-tetrahydro-thieno[3,2-c]pyridine-6-carboxylic acid methyl ester). Reaction SMILES: C[O:2][C:3]([C:5]1[S:6][CH:7]=[C:8]([Br:28])[C:9]=1[CH2:10][N:11]([CH2:17][C:18]1[CH:23]=[CH:22][C:21]([O:24][CH3:25])=[CH:20][C:19]=1[O:26][CH3:27])[CH2:12][C:13]([O:15][CH3:16])=[O:14])=O.CC(C)([O-])C.[K+]>C1COCC1>[CH3:16][O:15][C:13]([CH:12]1[N:11]([CH2:17][C:18]2[CH:23]=[CH:22][C:21]([O:24][CH3:25])=[CH:20][C:19]=2[O:26][CH3:27])[CH2:10][C:9]2[C:8]([Br:28])=[CH:7][S:6][C:5]=2[C:3]1=[O:2])=[O:14] |f:1.2|. Procedure: 4-Bromo-3-{[(2,4-dimethoxy-benzyl)-methoxycarbonylmethyl-amino]-methyl}-thiophene-2-carboxylic acid methyl ester (13.3 g, 28.2 mmol), example 31-c, was dissolved in 277 mL of anhydrous THF and cooled to −15° C. in a brine dry ice bath. A solution of 62.0 mL of 1.0 M potassium tert-butoxide in THF was added slowly to cold solution, and the reaction mixture was stirred at −15° C. for 30 min. and then at room temperature for 2 hours. The reaction was quenched with 62.0 mL of 1N HCl, and 500 mL ammo... Starting materials: B(Br)(Br)Br (BBr3), BrC1=CC2=C(N(C=N2)C2CC2)C(=C1)OC (5-bromo-1-cyclopropyl-7-methoxy-1H-benzo[d]imidazole), N (ammonia), CO (MeOH). Run in C(Cl)Cl (DCM), ClCCl (dichloromethane). Reaction conditions: temperature 35 celsius, time 5 hour. Product: BrC1=CC2=C(N(C=N2)C2CC2)C(=C1)O (5-bromo-1-cyclopropyl-1H-benzo[d]imidazol-7-ol). RXN SMILES: [Br:1][C:2]1[CH:13]=[C:12]([O:14]C)[C:5]2[N:6]([CH:9]3[CH2:11][CH2:10]3)[CH:7]=[N:8][C:4]=2[CH:3]=1.B(Br)(Br)Br.N.CO>ClCCl>[Br:1][C:2]1[CH:13]=[C:12]([OH:14])[C:5]2[N:6]([CH:9]3[CH2:11][CH2:10]3)[CH:7]=[N:8][C:4]=2[CH:3]=1. Reported procedure: 5-bromo-1-cyclopropyl-7-methoxy-1H-benzo[d]imidazole (0.54 g, 2.01 mmol) was dissolved in dichloromethane (12 mL) under N2. A 1M BBr3 solution in DCM (12 mL, 12 mmol) was added dropwise over 1 min. The resulting stirred suspension was heated to 35° C. After 5 h, the reaction mixture was cooled in an ice water bath. A 7M ammonia in MeOH solution (7.5 mL, 53 mmol) was then added over 2 min via syringe. The mixture was stirred 5 min and was removed from the ice bath. After an additional 10 min, the... The reactants are S(=O)(Cl)Cl (Thionyl chloride), N1CC(CC1)C(=O)O (pyrrolidine-3-carboxylicacid), CCO (EtOH). Conditions: temperature 80 celsius, time 14 hour. The product is N1CC(CC1)C(=O)OCC (ethyl pyrrolidine-3-carboxylate). Reaction SMILES: S(Cl)(Cl)=O.[NH:5]1[CH2:9][CH2:8][CH:7]([C:10]([OH:12])=[O:11])[CH2:6]1.[CH3:13][CH2:14]O>>[NH:5]1[CH2:9][CH2:8][CH:7]([C:10]([O:12][CH2:13][CH3:14])=[O:11])[CH2:6]1. Procedure details: Thionyl chloride (5 mL) was added to a cold (0° C.) stirred solution of pyrrolidine-3-carboxylicacid (500 mg, 4.34 mmol) in EtOH (25 mL) and continued stirring at 80° C. for 12-16 h. The reaction mixture was concentrated under reduced pressure to afford 600 mg (crude) of ethyl pyrrolidine-3-carboxylate, which was used as such in the next step without purification. Starting materials: O=C([O-])O, CCO, Cc1c(C2CC2CC#N)ncc([N+](=O)[O-])c1Cl, Cl, [Na+], O. Yields the product CCOC(=O)CC1CC1c1ncc([N+](=O)[O-])c(Cl)c1C. As a reaction SMILES: [C:20]([O-:21])(=[O:22])[OH:23].[CH3:25][CH2:26][OH:27].[Cl:2][c:3]1[c:4]([CH3:18])[c:5]([CH:12]2[CH:13]([CH2:15][C:16]#[N:17])[CH2:14]2)[n:6][cH:7][c:8]1[N+:9](=[O:10])[O-:11].[ClH:1].[Na+:24].[OH2:19]>>[Cl:2][c:3]1[c:4]([CH3:18])[c:5]([CH:12]2[CH:13]([CH2:15][C:16](=[O:21])[O:27][CH2:26][CH3:25])[CH2:14]2)[n:6][cH:7][c:8]1[N+:9](=[O:10])[O-:11]. Starting materials: N1=CNC2=C1C=CC(=C2)C(=O)O (benzimidazole-5-carboxylic acid), OS(=O)(=O)O (H2SO4), CCO (EtOH). Conditions: temperature 60 celsius, time 16 hour. Yields the product C(C)OC(=O)C1=CC2=C(N=CN2)C=C1 (Ethyl-5-benzimidazole carboxylate). RXN SMILES: [N:1]1[C:5]2[CH:6]=[CH:7][C:8]([C:10]([OH:12])=[O:11])=[CH:9][C:4]=2[NH:3][CH:2]=1.OS(O)(=O)=O.[CH3:18][CH2:19]O>>[CH2:18]([O:11][C:10]([C:8]1[CH:7]=[CH:6][C:5]2[N:1]=[CH:2][NH:3][C:4]=2[CH:9]=1)=[O:12])[CH3:19]. Reported procedure: To a stirred solution of benzimidazole-5-carboxylic acid (Aldrich, 10 g, 61.7 mmol) in EtOH (200 mL) was added dropwise conc. H2SO4 (8 mL), and the solution was heated to reflux. After 1 h the solution was cooled to 60° C. and stirred for 16 h. The solution was then concentrated in vacuo and the residue was partitioned between EtOAc and saturated Na2CO3 solution. The layers were separated and the aqueous layer was extracted with EtOAc. The combined organic layers were washed with brine, dried (N...